Dataset: the Open Reaction Database (ORD), a public repository of structured organic reaction records. Task: describe an organic reaction: reactants, conditions, products, and yield Reactants: C=CCOC(=O)Cl, CC(C)(C)c1cc(N)n[nH]1, C1COCCO1. The product is C=CCOC(=O)Nc1cc(C(C)(C)C)[nH]n1. As a reaction SMILES: [Cl:11][C:12](=[O:13])[O:14][CH2:15][CH:16]=[CH2:17].[NH2:1][c:2]1[n:3][nH:4][c:5]([C:7]([CH3:8])([CH3:9])[CH3:10])[cH:6]1.[O:18]1[CH2:19][CH2:20][O:21][CH2:22][CH2:23]1>>[NH:1]([c:2]1[n:3][nH:4][c:5]([C:7]([CH3:8])([CH3:9])[CH3:10])[cH:6]1)[C:12](=[O:13])[O:14][CH2:15][CH:16]=[CH2:17]. Product: ClC=1C(=C(C=C2C(C(=CN(C12)C1=C(C=C(C=C1F)F)F)C(=O)O)=O)F)F (8-chloro-6,7-difluoro-1-(2,4,6-trifluorophenyl)-1,4-dihydro-4-oxoquinoline-3-carboxylic acid). Procedure details: Ethyl 8-chloro-6,7-difluoro-1-(2,4,6-trifluorophenyl)-1,4-dihydro-4-oxoquinoline-3-carboxylate (1.2 g) was added to 5 ml of conc. hydrochloric acid and 1 ml of acetic acid. The solution was heated at reflux for 3 hours. The reaction solution was allowed to cool down whereupon the precipitated solid was collected by filtration and washed with ethanol and diethyl ether to give 750 mg of the title compound. Run in C(C)(=O)O (acetic acid). RXN SMILES: [Cl:1][C:2]1[C:3]([F:28])=[C:4]([F:27])[CH:5]=[C:6]2[C:11]=1[N:10]([C:12]1[C:17]([F:18])=[CH:16][C:15]([F:19])=[CH:14][C:13]=1[F:20])[CH:9]=[C:8]([C:21]([O:23]CC)=[O:22])[C:7]2=[O:26].Cl>C(O)(=O)C>[Cl:1][C:2]1[C:3]([F:28])=[C:4]([F:27])[CH:5]=[C:6]2[C:11]=1[N:10]([C:12]1[C:13]([F:20])=[CH:14][C:15]([F:19])=[CH:16][C:17]=1[F:18])[CH:9]=[C:8]([C:21]([OH:23])=[O:22])[C:7]2=[O:26]. Isolated yield 67.0%. Starting materials: ClC=1C(=C(C=C2C(C(=CN(C12)C1=C(C=C(C=C1F)F)F)C(=O)OCC)=O)F)F (Ethyl 8-chloro-6,7-difluoro-1-(2,4,6-trifluorophenyl)-1,4-dihydro-4-oxoquinoline-3-carboxylate), Cl (hydrochloric acid).